Dataset: the Open Reaction Database (ORD), a public repository of structured organic reaction records. Task: describe an organic reaction: reactants, conditions, products, and yield Reactants: CCc1cnc(N2CCN(C(=O)c3ccc(Br)cc3F)CC2)c(C)c1, CC1COC(=O)N1. The product is CCc1cnc(N2CCN(C(=O)c3ccc(N4C(=O)OCC4C)cc3F)CC2)c(C)c1. As a reaction SMILES: [Br:1][c:2]1[cH:3][c:4]([F:25])[c:5]([C:8](=[O:9])[N:10]2[CH2:11][CH2:12][N:13]([c:16]3[n:17][cH:18][c:19]([CH2:23][CH3:24])[cH:20][c:21]3[CH3:22])[CH2:14][CH2:15]2)[cH:6][cH:7]1.[CH3:26][CH:27]1[NH:28][C:29](=[O:32])[O:30][CH2:31]1>>[c:2]1([N:28]2[CH:27]([CH3:26])[CH2:31][O:30][C:29]2=[O:32])[cH:3][c:4]([F:25])[c:5]([C:8](=[O:9])[N:10]2[CH2:11][CH2:12][N:13]([c:16]3[n:17][cH:18][c:19]([CH2:23][CH3:24])[cH:20][c:21]3[CH3:22])[CH2:14][CH2:15]2)[cH:6][cH:7]1. Starting materials: BrC=1C=C(C=O)C=C(C1O)[N+](=O)[O-] (3-bromo-4-hydroxy-5-nitro-benzaldehyde), COC=1C=C(CO)C=CC1 (3-methoxybenzyl alcohol), C1(=CC=CC=C1)P(C1=CC=CC=C1)C1=CC=CC=C1 (triphenylphosphine), N(=NC(=O)OCC)C(=O)OCC (diethyl azodicarboxylate). Solvent: ClCCl (dichloromethane). Procedure: To a solution of 3-bromo-4-hydroxy-5-nitro-benzaldehyde (87.4 mg) in dry dichloromethane (7.5 ml) was added 3-methoxybenzyl alcohol (35 μl), triphenylphosphine (103 mg) and diethyl azodicarboxylate (45 μl). The mixture was stirred under a nitrogen atmosphere for 17 h and then concentrated in vacuo. The residue was purified by chromatography on silicagel in heptane/ethyl acetate 9/1→1/1 (v/v) as eluent. Run at time 17 hour. As a reaction SMILES: [Br:1][C:2]1[CH:3]=[C:4]([CH:7]=[C:8]([N+:11]([O-:13])=[O:12])[C:9]=1[OH:10])[CH:5]=[O:6].[CH3:14][O:15][C:16]1[CH:17]=[C:18]([CH:21]=[CH:22][CH:23]=1)[CH2:19]O.C1(P(C2C=CC=CC=2)C2C=CC=CC=2)C=CC=CC=1.N(C(OCC)=O)=NC(OCC)=O>ClCCl>[Br:1][C:2]1[CH:3]=[C:4]([CH:7]=[C:8]([N+:11]([O-:13])=[O:12])[C:9]=1[O:10][CH2:19][C:18]1[CH:21]=[CH:22][CH:23]=[C:16]([O:15][CH3:14])[CH:17]=1)[CH:5]=[O:6]. Yields the product BrC=1C=C(C=O)C=C(C1OCC1=CC(=CC=C1)OC)[N+](=O)[O-] (3-Bromo-4-(3-methoxy-benzyloxy)-5-nitro-benzaldehyde). The reactants are CC[SiH](CC)CC, CC#N, OC(c1ccc(Cl)cc1Cl)c1c[nH]c2ncc(Oc3ccccc3)cc12, O, O=C(O)C(F)(F)F. Product: Clc1ccc(Cc2c[nH]c3ncc(Oc4ccccc4)cc23)c(Cl)c1. Reaction SMILES: [CH2:27]([SiH:28]([CH2:29][CH3:30])[CH2:31][CH3:32])[CH3:33].[CH3:42][C:43]#[N:44].[Cl:1][c:2]1[c:3]([CH:9]([OH:10])[c:11]2[cH:12][nH:13][c:14]3[n:15][cH:16][c:17]([O:20][c:21]4[cH:22][cH:23][cH:24][cH:25][cH:26]4)[cH:18][c:19]23)[cH:4][cH:5][c:6]([Cl:8])[cH:7]1.[OH2:41].[OH:34][C:35]([C:36]([F:37])([F:38])[F:39])=[O:40]>>[Cl:1][c:2]1[c:3]([CH2:9][c:11]2[cH:12][nH:13][c:14]3[n:15][cH:16][c:17]([O:20][c:21]4[cH:22][cH:23][cH:24][cH:25][cH:26]4)[cH:18][c:19]23)[cH:4][cH:5][c:6]([Cl:8])[cH:7]1. The reactants are CN(C)C=O, Cc1cccc(C)c1CS(=O)(=O)O, O=C(Cl)C(=O)Cl, C1CCOC1. Product: Cc1cccc(C)c1CS(=O)(=O)Cl. As a reaction SMILES: [CH3:25][N:26]([CH3:27])[CH:28]=[O:29].[CH3:6][c:7]1[c:8]([CH2:14][S:15](=[O:16])(=[O:17])[OH:18])[c:9]([CH3:13])[cH:10][cH:11][cH:12]1.[Cl:19][C:20]([C:21]([Cl:22])=[O:23])=[O:24].[O:1]1[CH2:2][CH2:3][CH2:4][CH2:5]1>>[CH3:6][c:7]1[c:8]([CH2:14][S:15](=[O:16])(=[O:18])[Cl:19])[c:9]([CH3:13])[cH:10][cH:11][cH:12]1. Reactants: CC(Cl)c1cccnc1, OC%15=C(C%16=CC=C(S(=O)(C)=O)C=C%16)C=CC=C%15. Reagents/catalysts: O=C([O-])[O-].[Cs+].[Cs+] (cesium carbonate), [I-].[K+] (potassium iodide). Solvent: CN(C)C=O (DMF), CN(C)C=O (dmf), CN(C)C=O (DMF). Reaction conditions: temperature 70 celsius, time 16 hour. The product is O=S(C%23=CC=C(C=C%23)C%24=C(C=CC=C%24)OC(C)C%25=CC=CN=C%25)(C)=O. The reactants are C(C)C=1C=CC2=C(C(C(=CO2)C#N)=O)C1 (6-ethyl-4-oxo-4H-1-benzopyran-3-carbonitrile), C1CC(=O)N(C1=O)Br (NBS). Solvent: ClC(Cl)(Cl)Cl (tetrachloromethane). Yields the product 12.11, BrC(C)C=1C=CC2=C(C(C(=CO2)C#N)=O)C1 (6-(1-bromoethyl)-4-oxo-4H-1-benzopyran-3-carbonitrile). As a reaction SMILES: [CH2:1]([C:3]1[CH:4]=[CH:5][C:6]2[O:11][CH:10]=[C:9]([C:12]#[N:13])[C:8](=[O:14])[C:7]=2[CH:15]=1)[CH3:2].C1C(=O)N([Br:23])C(=O)C1>ClC(Cl)(Cl)Cl>[Br:23][CH:1]([C:3]1[CH:4]=[CH:5][C:6]2[O:11][CH:10]=[C:9]([C:12]#[N:13])[C:8](=[O:14])[C:7]=2[CH:15]=1)[CH3:2]. Procedure details: A mixture of 9.95 parts of 6-ethyl-4-oxo-4H-1-benzopyran-3-carbonitrile 8.90 parts of NBS and 300 parts by volume of tetrachloromethane is refluxed under stirring and irradiation of infrared ray (100 volt, 375 WR) for 2 hours. The tetrachloromethane is distilled off and the solid residue is well shaken with 500 parts by volume of ethyl acetate and 100 parts by volume of water. The ethyl acetate layer is collected and shaken with 100 parts by volume of water. In this manner, the ethyl acetate lay... Reactants: [Al+3], ClCCl, COc1ccccc1OC, [Cl-], [Cl-], [Cl-], [Cl-], Cl, O=C(O)c1ccc(-c2ccccc2)cc1. Yields the product COc1ccc(C(=O)c2ccc(-c3ccccc3)cc2)cc1OC. As a reaction SMILES: [Al+3:12].[CH2:32]([Cl:33])[Cl:34].[CH3:1][O:2][c:3]1[cH:4][cH:5][cH:6][cH:7][c:8]1[O:9][CH3:10].[Cl-:11].[Cl-:13].[Cl-:14].[Cl-:15].[ClH:31].[c:16]1(-[c:25]2[cH:26][cH:27][cH:28][cH:29][cH:30]2)[cH:17][cH:18][c:19]([C:22](=[O:23])[OH:24])[cH:20][cH:21]1>>[CH3:1][O:2][c:3]1[cH:4][c:5]([C:22]([c:19]2[cH:18][cH:17][c:16](-[c:25]3[cH:26][cH:27][cH:28][cH:29][cH:30]3)[cH:21][cH:20]2)=[O:23])[cH:6][cH:7][c:8]1[O:9][CH3:10]. Reactants: ClC1=NC(=C2N=CN(C2=N1)[C@H]1C[C@H](OC(=O)C2=CC=C(C=C2)C)[C@H](O1)COC(=O)C1=CC=C(C=C1)C)N1C(=NC=C1)CCCCC (2-chloro-9-[2-deoxy-3,5-di-O-(p-toluoyl)-β-D-erythro-pentofuranosyl]-6-(2-pentylimidazol-1-yl)purine). Run in N (ammonia). As a reaction SMILES: [Cl:1][C:2]1[N:10]=[C:9]2[C:5]([N:6]=[CH:7][N:8]2[C@@H:11]2[O:25][C@H:24]([CH2:26][O:27]C(C3C=CC(C)=CC=3)=O)[C@@H:13]([O:14]C(C3C=CC(C)=CC=3)=O)[CH2:12]2)=[C:4]([N:37]2C=CN=C2CCCCC)[N:3]=1>N>[NH2:37][C:4]1[N:3]=[C:2]([Cl:1])[N:10]=[C:9]2[C:5]=1[N:6]=[CH:7][N:8]2[C@@H:11]1[O:25][C@H:24]([CH2:26][OH:27])[C@@H:13]([OH:14])[CH2:12]1. Yields the product NC1=C2N=CN(C2=NC(=N1)Cl)[C@H]1C[C@H](O)[C@H](O1)CO (6-amino-2-chloro-9-(2-deoxy-β-erythropentofuranosyl)purine). Procedure details: A solution of 2-chloro-9-[2-deoxy-3,5-di-O-(p-toluoyl)-β-D-erythro-pentofuranosyl]-6-(2-pentylimidazol-1-yl)purine (0.35 g, 0.55 mmol) in methanolic ammonia (14%) was stirred at 80° C. for 13 h. Volatiles were evaporated, and the oily residue was extracted with CH2Cl2 (10 mL) to remove lipophilic by-products. The semi-solid residue was dissolved in acetone (with additions of small amounts of MeOH—if necessary), volatiles were evaporated, and the semi-solid was allowed to crystallize (˜1 h). This... Starting materials: C(C)C1=C(C=C(S1)C(CCC1=CC(=C(C(=C1)C)O)C)=O)C1=CC=C(C=C1)C (1-(5-ethyl-4-p-tolyl-thiophen-2-yl)-3-(4-hydroxy-3,5-dimethyl-phenyl)-propan-1-one), ClC[C@H](CO)O ((S)-3-chloro-propane-1,2-diol). Solvent: C(C)O (ethanol), [OH-].[Na+] (NaOH). Reaction conditions: temperature 60 celsius, time 14 hour. The product is O[C@H](COC1=C(C=C(C=C1C)CCC(=O)C=1SC(=C(C1)C1=C(C=CC=C1)C)CC)C)CO (3-[4-((S)-2,3-dihydroxy-propoxy)-3,5-dimethyl-phenyl]-1-(5-ethyl-4-o-tolyl-thiophen-2-yl)-propan-1-one). As a reaction SMILES: [CH2:1]([C:3]1[S:7][C:6]([C:8](=[O:20])[CH2:9][CH2:10][C:11]2[CH:16]=[C:15]([CH3:17])[C:14]([OH:18])=[C:13]([CH3:19])[CH:12]=2)=[CH:5][C:4]=1C1C=CC(C)=CC=1)[CH3:2].Cl[CH2:29][C@@H:30]([OH:33])[CH2:31][OH:32]>C(O)C.[OH-].[Na+]>[OH:33][C@@H:30]([CH2:31][OH:32])[CH2:29][O:18][C:14]1[C:15]([CH3:17])=[CH:16][C:11]([CH2:10][CH2:9][C:8]([C:6]2[S:7][C:3]([CH2:1][CH3:2])=[C:4]([C:12]3[CH:13]=[CH:14][CH:15]=[CH:16][C:11]=3[CH3:10])[CH:5]=2)=[O:20])=[CH:12][C:13]=1[CH3:19] |f:3.4|. Reported procedure: A solution of 1-(5-ethyl-4-p-tolyl-thiophen-2-yl)-3-(4-hydroxy-3,5-dimethyl-phenyl)-propan-1-one (18 mg, 48 μmol) in ethanol (1.5 mL) and 3 N aq. NaOH (0.3 mL) is treated with (S)-3-chloro-propane-1,2-diol (30 μL) and the mixture is stirred at 60° C. for 14 h. The solvent is removed in vacuo and the residue is separated on prep. TLC plates with heptane:EA 2:1 to give 3-[4-((S)-2,3-dihydroxy-propoxy)-3,5-dimethyl-phenyl]-1-(5-ethyl-4-o-tolyl-thiophen-2-yl)-propan-1-one (4 mg) as a colourless resi...